This data is from the Open Reaction Database (ORD), a public repository of structured organic reaction records. The task is: describe an organic reaction: reactants, conditions, products, and yield Reaction SMILES: [Cl:1][C:2]1[C:9]([C:10]#[C:11][Si](C)(C)C)=[C:8](F)[CH:7]=[CH:6][C:3]=1[C:4]#[N:5].[NH2:17][CH:18]([CH2:23][CH3:24])[C:19]([CH3:22])([OH:21])[CH3:20].C([O-])([O-])=O.[K+].[K+].CN1C(=O)CCC1>O>[Cl:1][C:2]1[C:3]([C:4]#[N:5])=[CH:6][CH:7]=[C:8]2[C:9]=1[CH:10]=[CH:11][N:17]2[CH:18]([CH2:23][CH3:24])[C:19]([OH:21])([CH3:22])[CH3:20] |f:2.3.4|. Run in O (water). Run at temperature 60 celsius, time 18 hour. Yield: 42.5%. The product is ClC1=C2C=CN(C2=CC=C1C#N)C(C(C)(C)O)CC (4-chloro-1-(2-hydroxy-2-methylpentan-3-yl)-1H-indole-5-carbonitrile). Reactants: ClC1=C(C#N)C=CC(=C1C#C[Si](C)(C)C)F (2-chloro-4-fluoro-3-((trimethylsilyl)ethynyl)benzonitrile), NC(C(C)(O)C)CC (3-amino-2-methylpentan-2-ol), C(=O)([O-])[O-].[K+].[K+] (K2CO3), CN1CCCC1=O (NMP). Procedure details: A mixture of 2-chloro-4-fluoro-3-((trimethylsilyl)ethynyl)benzonitrile (Example 32B) (0.163 g, 0.647 mmol), 3-amino-2-methylpentan-2-ol (0.091 g, 0.776 mmol), and K2CO3 (0.179 g, 1.294 mmol) in anhyd NMP (3 mL) was stirred in a heating block at 60° C. under N2. After 18 h, the mixture was subjected to microwave heating (140° C.) for 15 min. Upon cooling the mixture was poured into water and extracted with EtOAc (×3). Combined organics were washed (water, brine), dried over Na2SO4 and concentrate... The reactants are CCOC(C)=O, COc1ccc(N2C(=O)N(c3cccc(C#N)c3)c3nc(Cl)ncc3C2C)cc1, CC(=O)OCCc1cccc(N)c1. The product is COc1ccc(N2C(=O)N(c3cccc(C#N)c3)c3nc(Nc4cccc(CCOC(C)=O)c4)ncc3C2C)cc1. Reaction SMILES: [CH3:43][CH2:44][O:45][C:46](=[O:47])[CH3:48].[Cl:1][c:2]1[n:3][cH:4][c:5]2[c:6]([n:7]1)[N:8]([c:22]1[cH:23][c:24]([C:25]#[N:26])[cH:27][cH:28][cH:29]1)[C:9](=[O:21])[N:10]([c:13]1[cH:14][cH:15][c:16]([O:19][CH3:20])[cH:17][cH:18]1)[CH:11]2[CH3:12].[NH2:30][c:31]1[cH:32][c:33]([CH2:37][CH2:38][O:39][C:40]([CH3:41])=[O:42])[cH:34][cH:35][cH:36]1>>[c:2]1([NH:30][c:31]2[cH:32][c:33]([CH2:37][CH2:38][O:39][C:40]([CH3:41])=[O:42])[cH:34][cH:35][cH:36]2)[n:3][cH:4][c:5]2[c:6]([n:7]1)[N:8]([c:22]1[cH:23][c:24]([C:25]#[N:26])[cH:27][cH:28][cH:29]1)[C:9](=[O:21])[N:10]([c:13]1[cH:14][cH:15][c:16]([O:19][CH3:20])[cH:17][cH:18]1)[CH:11]2[CH3:12]. Reactants: CC(C(=O)OCC)(C)N1CCC(CC1)=O (ethyl 2-methyl-2-(4-oxo-1-piperidinyl)propanoate), Cl.FC(OC1=CC=C(C=C1)C1=CC=C(C=C1)CN)(F)F (({4′-[(trifluoromethyl)oxy]-4-biphenylyl}methyl)amine hydrochloride), C(C)(=O)O (acetic acid), C(C)(=O)O[BH-](OC(C)=O)OC(C)=O.[Na+] (Sodium triacetoxyborohydride), C([O-])([O-])=O.[Na+].[Na+] (sodium carbonate). Solvent: ClCCCl (DCE). Conditions: time 3 hour. Yields the product CC(C(=O)OCC)(C)N1CCC(CC1)NCC1=CC=C(C=C1)C1=CC=C(C=C1)OC(F)(F)F (Ethyl 2-methyl-2-{4-[({4′-[(trifluoromethyl)oxy]-4-biphenylyl}methyl)amino]-1-piperidinyl}propanoate), solid. As a reaction SMILES: [CH3:1][C:2]([N:9]1[CH2:14][CH2:13][C:12](=O)[CH2:11][CH2:10]1)([CH3:8])[C:3]([O:5][CH2:6][CH3:7])=[O:4].Cl.[F:17][C:18]([F:35])([F:34])[O:19][C:20]1[CH:25]=[CH:24][C:23]([C:26]2[CH:31]=[CH:30][C:29]([CH2:32][NH2:33])=[CH:28][CH:27]=2)=[CH:22][CH:21]=1.C(O)(=O)C.C(O[BH-](OC(=O)C)OC(=O)C)(=O)C.[Na+].C(=O)([O-])[O-].[Na+].[Na+]>ClCCCl>[CH3:1][C:2]([N:9]1[CH2:14][CH2:13][CH:12]([NH:33][CH2:32][C:29]2[CH:30]=[CH:31][C:26]([C:23]3[CH:24]=[CH:25][C:20]([O:19][C:18]([F:17])([F:34])[F:35])=[CH:21][CH:22]=3)=[CH:27][CH:28]=2)[CH2:11][CH2:10]1)([CH3:8])[C:3]([O:5][CH2:6][CH3:7])=[O:4] |f:1.2,4.5,6.7.8|. Reported procedure: A mixture of ethyl 2-methyl-2-(4-oxo-1-piperidinyl)propanoate (Int. A4) (1.09 g, 1.2 equiv), ({4′-[(trifluoromethyl)oxy]-4-biphenylyl}methyl)amine hydrochloride (Int. A2) (1.28 g, 1.0 equiv), DCE (21 ml) and acetic acid (0.27 ml, 1.1 equiv) was stirred at room temperature under nitrogen. Sodium triacetoxyborohydride (1.42 g, 1.5 equiv) was added and stirring contined for 3 hours. Aqueous sodium carbonate (2M solution, excess) was added and stirred for 45 min, then the mixture was partitioned wit... Starting materials: C(C1=CC=CC=C1)N1CC(CC1)COC(C1=CC=CC=C1)C1=CC=CC=C1 (1-benzyl-3-(diphenylmethoxymethyl)pyrrolidine), C(C)(=O)O (acetic acid). Reagents/catalysts: [Pd] (palladium on charcoal). The solvent is C(C)O (ethanol). Yields the product C1(=CC=CC=C1)C(OCC1CNCC1)C1=CC=CC=C1 (3-(Diphenylmethoxymethyl)pyrrolidine). Yield: 78.5%. RXN SMILES: C([N:8]1[CH2:12][CH2:11][CH:10]([CH2:13][O:14][CH:15]([C:22]2[CH:27]=[CH:26][CH:25]=[CH:24][CH:23]=2)[C:16]2[CH:21]=[CH:20][CH:19]=[CH:18][CH:17]=2)[CH2:9]1)C1C=CC=CC=1.C(O)(=O)C>C(O)C.[Pd]>[C:16]1([CH:15]([C:22]2[CH:27]=[CH:26][CH:25]=[CH:24][CH:23]=2)[O:14][CH2:13][CH:10]2[CH2:11][CH2:12][NH:8][CH2:9]2)[CH:17]=[CH:18][CH:19]=[CH:20][CH:21]=1. Procedure: A solution of 1-benzyl-3-(diphenylmethoxymethyl)pyrrolidine (1.43 g, Preparation 8) in ethanol (50 ml) containing acetic acid (1.0 ml) was stirred at room temperature for six days under an atmosphere of hydrogen in the presence of 5% palladium on charcoal. The mixture was filtered and the filtrate was diluted with ethyl acetate, washed with 10% aqueous sodium carbonate solution and water, dried over magnesium sulphate and evaporated to give the title compound (0.84 g) as a pale yellow oil which ...